Dataset: the Open Reaction Database (ORD), a public repository of structured organic reaction records. Task: describe an organic reaction: reactants, conditions, products, and yield Starting materials: OC(C(=O)O)CCCCCCCCCC (alpha-hydroxylauric acid), C1(=CC=C(C=C1)S(=O)(=O)O)C (p-toluenesulfonic acid), 2-methoxyethyl ester, COCCO (2-methoxyethanol). Run in C1(=CC=CC=C1)C (toluene). Yields the product OC(C(=O)OCCOC)CCCCCCCCCC (2-methoxyethyl alpha-hydroxylaurate). Reaction SMILES: [OH:1][CH:2]([CH2:6][CH2:7][CH2:8][CH2:9][CH2:10][CH2:11][CH2:12][CH2:13][CH2:14][CH3:15])[C:3]([OH:5])=[O:4].[CH3:16][O:17][CH2:18][CH2:19]O.C1(C)C=CC(S(O)(=O)=O)=CC=1>C1(C)C=CC=CC=1>[OH:1][CH:2]([CH2:6][CH2:7][CH2:8][CH2:9][CH2:10][CH2:11][CH2:12][CH2:13][CH2:14][CH3:15])[C:3]([O:5][CH2:19][CH2:18][O:17][CH3:16])=[O:4]. Procedure details: The alpha-hydroxylauric acid prepared in the foregoing manner was converted to the 2-methoxyethyl ester by refluxing a 5:1 molar ratio of 2-methoxyethanol with the acid in toluene solvent in the presence of a catalytic amount (0.3%) of p-toluenesulfonic acid. The reaction vessel was fitted with a moisture trap to remove H2O as it forms during the esterification. After water evolution was complete, the reaction mixture was water-washed and refined with 5% KOH/70:30 water:alcohol. The product was ... Reactants: NC1=CC2=C(N(C(C(O2)(C)C)=O)C2=CC=C(C=C2)F)C(=C1)Br (7-amino-5-bromo-4-(4-fluorophenyl)-2,2-dimethyl-2H-1,4-benzoxazin-3(4H)-one), C(CCC)[Sn](C(=C)OCC)(CCCC)CCCC (tributyl(1-ethoxyvinyl)tin). Reagents/catalysts: Cl[Pd]([P](C1=CC=CC=C1)(C2=CC=CC=C2)C3=CC=CC=C3)([P](C4=CC=CC=C4)(C5=CC=CC=C5)C6=CC=CC=C6)Cl (dichlorobis(triphenylphosphine)palladium(II)). The solvent is C1(=CC=CC=C1)C (toluene). Conditions: temperature 100 celsius. The product is NC1=CC2=C(N(C(C(O2)(C)C)=O)C2=CC=C(C=C2)F)C(=C1)C(=C)OCC (7-amino-5-(1-ethoxyvinyl)-4-(4-fluorophenyl)-2,2-dimethyl-2H-1,4-benzoxazin-3(4H)-one), crude product. As a reaction SMILES: [NH2:1][C:2]1[CH:21]=[C:20](Br)[C:5]2[N:6]([C:13]3[CH:18]=[CH:17][C:16]([F:19])=[CH:15][CH:14]=3)[C:7](=[O:12])[C:8]([CH3:11])([CH3:10])[O:9][C:4]=2[CH:3]=1.C([Sn](CCCC)(CCCC)[C:28]([O:30][CH2:31][CH3:32])=[CH2:29])CCC>Cl[Pd](Cl)([P](C1C=CC=CC=1)(C1C=CC=CC=1)C1C=CC=CC=1)[P](C1C=CC=CC=1)(C1C=CC=CC=1)C1C=CC=CC=1.C1(C)C=CC=CC=1>[NH2:1][C:2]1[CH:21]=[C:20]([C:28]([O:30][CH2:31][CH3:32])=[CH2:29])[C:5]2[N:6]([C:13]3[CH:18]=[CH:17][C:16]([F:19])=[CH:15][CH:14]=3)[C:7](=[O:12])[C:8]([CH3:11])([CH3:10])[O:9][C:4]=2[CH:3]=1 |^1:43,62|. Procedure details: A mixture of 7-amino-5-bromo-4-(4-fluorophenyl)-2,2-dimethyl-2H-1,4-benzoxazin-3(4H)-one (compound obtained in Reference Example 53(7); 100 mg), tributyl(1-ethoxyvinyl)tin (278 μL), dichlorobis(triphenylphosphine)palladium(II) (19 mg) and toluene was heated at 100° C. under argon atmosphere for 4 hours. After cooling, the reaction mixture was filtered through a NH-silica gel pad, and the filtrate was concentrated in vacuo to give 7-amino-5-(1-ethoxyvinyl)-4-(4-fluorophenyl)-2,2-dimethyl-2H-1,4-b... The reactants are [H-].[Na+] (Sodium hydride), O=C1NCSC1 (4-oxothiazolidine), COC1=CC=C(C=C1)S(=O)(=O)Cl (4-methoxybenzenesulfonyl chloride). The solvent is O1CCCC1 (tetrahydrofuran). Product: COC1=CC=C(C=C1)S(=O)(=O)N1CSCC1=O (3-(4-methoxybenzenesulfonyl)-4-oxothiazolidine). Yield: 41.5%. RXN SMILES: [H-].[Na+].[O:3]=[C:4]1[CH2:8][S:7][CH2:6][NH:5]1.[CH3:9][O:10][C:11]1[CH:16]=[CH:15][C:14]([S:17](Cl)(=[O:19])=[O:18])=[CH:13][CH:12]=1>O1CCCC1>[CH3:9][O:10][C:11]1[CH:12]=[CH:13][C:14]([S:17]([N:5]2[C:4](=[O:3])[CH2:8][S:7][CH2:6]2)(=[O:19])=[O:18])=[CH:15][CH:16]=1 |f:0.1|. Procedure details: Sodium hydride (60% dispersion in mineral oil) (0.58 g) was added portionwise to a solution of 4-oxothiazolidine (1.50 g) and 4-methoxybenzenesulfonyl chloride (3.01 g) in tetrahydrofuran (30 ml) at 0° C. with stirring and the mixture was stirred for 1 hour at the same temperature. After the solvent was evaporated in vacuo, the residue was mixed with ethyl acetate (10 ml) and water (50 ml) and the resultant precipitate was collected by filtration. The cake was washed with water and diisopropyl e... Reactants: COC(=O)c1cncc(C#Cc2cccc(C(=O)Cc3cccc(N4CCN(C(=O)OC(C)(C)C)CC4)c3C(F)(F)F)c2)c1, CC(C)O, [Na+], [OH-]. The product is CC(C)(C)OC(=O)N1CCN(c2cccc(CC(=O)c3cccc(C#Cc4cncc(C(=O)O)c4)c3)c2C(F)(F)F)CC1. Reaction SMILES: [C:1]([CH3:2])([CH3:3])([CH3:4])[O:5][C:6](=[O:7])[N:8]1[CH2:9][CH2:10][N:11]([c:14]2[c:15]([C:41]([F:42])([F:43])[F:44])[c:16]([CH2:20][C:21](=[O:22])[c:23]3[cH:24][c:25]([C:29]#[C:30][c:31]4[cH:32][n:33][cH:34][c:35]([C:37](=[O:38])[O:39][CH3:40])[cH:36]4)[cH:26][cH:27][cH:28]3)[cH:17][cH:18][cH:19]2)[CH2:12][CH2:13]1.[CH:47]([OH:48])([CH3:49])[CH3:50].[Na+:46].[OH-:45]>>[C:1]([CH3:2])([CH3:3])([CH3:4])[O:5][C:6](=[O:7])[N:8]1[CH2:9][CH2:10][N:11]([c:14]2[c:15]([C:41]([F:42])([F:43])[F:44])[c:16]([CH2:20][C:21](=[O:22])[c:23]3[cH:24][c:25]([C:29]#[C:30][c:31]4[cH:32][n:33][cH:34][c:35]([C:37](=[O:38])[OH:39])[cH:36]4)[cH:26][cH:27][cH:28]3)[cH:17][cH:18][cH:19]2)[CH2:12][CH2:13]1. Starting materials: O=C([O-])[O-], [Cs+], [Cs+], BrCc1ccc(I)cc1, O=C1NC(=O)c2ccccc21, CN(C)C=O. The product is O=C1c2ccccc2C(=O)N1Cc1ccc(I)cc1. RXN SMILES: [C:21](=[O:22])([O-:23])[O-:24].[Cs+:25].[Cs+:26].[I:1][c:2]1[cH:3][cH:4][c:5]([CH2:6][Br:7])[cH:8][cH:9]1.[O:10]=[C:11]1[NH:12][C:13](=[O:14])[c:15]2[cH:16][cH:17][cH:18][cH:19][c:20]21.[O:27]=[CH:28][N:29]([CH3:30])[CH3:31]>>[I:1][c:2]1[cH:3][cH:4][c:5]([CH2:6][N:12]2[C:11](=[O:10])[c:20]3[c:15]([cH:16][cH:17][cH:18][cH:19]3)[C:13]2=[O:14])[cH:8][cH:9]1. The reactants are [OH-].[Li+] (lithium hydroxide), C(CCC)C=1N=C(SC1C(=O)O)N1CC(C1)NC(=O)C=1NC(=C(N1)Cl)CC (4-n-Butyl-2-(3-{[(4-chloro-5-ethyl-1H-imidazol-2-yl)carbonyl]amino}azetidin-1-yl)-1,3-thiazole-5-carboxylic acid), O (Water). Solvent: CO.C1CCOC1 (methanol THF). Procedure: A 2 N aqueous lithium hydroxide solution (1.53 mL, 3.07 mmol) was added to a mixed solution of ethyl 4-n-butyl-2-(3-{[(4-chloro-5-ethyl-1H-imidazol-2-yl)carbonyl)]amino}azetidin-1-yl-1,3-thiazole-5-carboxylate obtained in Example (220d) (214 mg, 0.50 mmol) in methanol/THF (3 mL/0.5 mL) at room temperature, followed by stirring for 18 hours. Water was added to the reaction solution, and then the mixture was washed with ethyl acetate. A 1 N aqueous hydrochloric acid solution (2.5 mL) was added to ... The yield is 36.2%. Run at time 18 hour. Reaction SMILES: [OH-].[Li+].[CH2:3]([C:7]1[N:8]=[C:9]([N:15]2[CH2:18][CH:17]([NH:19][C:20]([C:22]3[NH:23][C:24]([CH2:28][CH3:29])=[C:25]([Cl:27])[N:26]=3)=[O:21])[CH2:16]2)[S:10][C:11]=1[C:12]([OH:14])=[O:13])[CH2:4][CH2:5]C.O>CO.C1COCC1>[Cl:27][C:25]1[N:26]=[C:22]([C:20]([NH:19][CH:17]2[CH2:16][N:15]([C:9]3[S:10][C:11]([C:12]([OH:14])=[O:13])=[C:7]([CH2:3][CH2:4][CH3:5])[N:8]=3)[CH2:18]2)=[O:21])[NH:23][C:24]=1[CH2:28][CH3:29] |f:0.1,4.5|. Product: ClC=1N=C(NC1CC)C(=O)NC1CN(C1)C=1SC(=C(N1)CCC)C(=O)O (2-(3-{[(4-Chloro-5-ethyl-1H-imidazol-2-yl)carbonyl]amino}azetidin-1-yl)-4-n-propyl-1,3-thiazole-5-carboxylic acid). Starting materials: C(C)(C)(C)OC(=O)N1C[C@]2(CC3=C(C=C2CC1)N(N=C3)C3=CC=C(C=C3)F)CO ((R)-1-(4-fluorophenyl)-4a-hydroxymethyl-1,4,4a,5,7,8-hexahydro-1,2,6-triazacyclopenta[b]naphthalene-6-carboxylic acid tert-butyl ester), [H-].[Na+] (sodium hydride), ICC (iodoethane). Run in O1CCCC1 (tetrahydrofuran), C(C)(=O)OCC (ethyl acetate). Conditions: temperature 50 celsius, time 2 hour. Product: C(C)(C)(C)OC(=O)N1C[C@]2(CC3=C(C=C2CC1)N(N=C3)C3=CC=C(C=C3)F)COCC ((R)-4a-Ethoxymethyl-1-(4-fluorophenyl)-1,4,4a,5,7,8-hexahydro-1,2,6-triazacyclopenta[b]naphthalene-6-carboxylic acid tert-butyl ester). RXN SMILES: [C:1]([O:5][C:6]([N:8]1[CH2:17][CH2:16][C:15]2[C@:10]([CH2:28][OH:29])([CH2:11][C:12]3[CH:20]=[N:19][N:18]([C:21]4[CH:26]=[CH:25][C:24]([F:27])=[CH:23][CH:22]=4)[C:13]=3[CH:14]=2)[CH2:9]1)=[O:7])([CH3:4])([CH3:3])[CH3:2].[H-].[Na+].I[CH2:33][CH3:34]>O1CCCC1.C(OCC)(=O)C>[C:1]([O:5][C:6]([N:8]1[CH2:17][CH2:16][C:15]2[C@:10]([CH2:28][O:29][CH2:33][CH3:34])([CH2:11][C:12]3[CH:20]=[N:19][N:18]([C:21]4[CH:26]=[CH:25][C:24]([F:27])=[CH:23][CH:22]=4)[C:13]=3[CH:14]=2)[CH2:9]1)=[O:7])([CH3:4])([CH3:3])[CH3:2] |f:1.2|. Procedure details: A solution of (R)-1-(4-fluorophenyl)-4a-hydroxymethyl-1,4,4a,5,7,8-hexahydro-1,2,6-triazacyclopenta[b]naphthalene-6-carboxylic acid tert-butyl ester (0.25 g) in tetrahydrofuran (2.5 mL) under argon at room temperature was treated sequentially with sodium hydride (0.072 g, 60% dispersion in mineral oil) and iodoethane (0.15 mL), and the resulting mixture was stirred at 50° C. for 2 hour. The solution was cooled to room temperature, diluted with ethyl acetate, washed with saturated aqueous ammoniu... Starting materials: BrCC1=C(C=CC=C1)CBr (1,2-bis(bromomethyl)benzene), N1(N=CN=C1)CC(=O)N1[C@@H](C[C@H](C1)N)C(=O)NC1=CC=C(C=C1)OC1=CC=C(C=C1)F ((2S,4R)-1-(2-(1H-1,2,4-triazol-1-yl)acetyl)-4-amino-N-(4-(4-fluorophenoxy)phenyl)pyrrolidine-2-carboxamide). Product: Compound 260, N1(N=CN=C1)CC(=O)N1[C@@H](C[C@H](C1)N1CC2=CC=CC=C2C1)C(=O)NC1=CC=C(C=C1)OC1=CC=C(C=C1)F ((2S,4R)-1-(2-(1H-1,2,4-triazol-1-yl)acetyl)-N-(4-(4-fluorophenoxy)phenyl)-4-(isoindolin-2-yl)pyrrolidine-2-carboxamide). The yield is 11.0%. As a reaction SMILES: Br[CH2:2][C:3]1[CH:8]=[CH:7][CH:6]=[CH:5][C:4]=1[CH2:9]Br.[N:11]1([CH2:16][C:17]([N:19]2[CH2:23][C@H:22]([NH2:24])[CH2:21][C@H:20]2[C:25]([NH:27][C:28]2[CH:33]=[CH:32][C:31]([O:34][C:35]3[CH:40]=[CH:39][C:38]([F:41])=[CH:37][CH:36]=3)=[CH:30][CH:29]=2)=[O:26])=[O:18])[CH:15]=[N:14][CH:13]=[N:12]1>>[N:11]1([CH2:16][C:17]([N:19]2[CH2:23][C@H:22]([N:24]3[CH2:9][C:4]4[C:3](=[CH:8][CH:7]=[CH:6][CH:5]=4)[CH2:2]3)[CH2:21][C@H:20]2[C:25]([NH:27][C:28]2[CH:29]=[CH:30][C:31]([O:34][C:35]3[CH:36]=[CH:37][C:38]([F:41])=[CH:39][CH:40]=3)=[CH:32][CH:33]=2)=[O:26])=[O:18])[CH:15]=[N:14][CH:13]=[N:12]1. Procedure: Proceeding as in Example 7, but substituting 1,2-bis(bromomethyl)benzene and (2S,4R)-1-(2-(1H-1,2,4-triazol-1-yl)acetyl)-4-amino-N-(4-(4-fluorophenoxy)phenyl)pyrrolidine-2-carboxamide gave Compound 260, (2S,4R)-1-(2-(1H-1,2,4-triazol-1-yl)acetyl)-N-(4-(4-fluorophenoxy)phenyl)-4-(isoindolin-2-yl)pyrrolidine-2-carboxamide (47 mg, 0.088 mmol, 11%). 1H-NMR (400 MHz, DMSO-d6): 10.10 (s, 1H), 8.45 (s, 1H), 7.96 (s, 1H), 7.60 (d, J=10.0 Hz, 2H), 7.29-7.17 (m, 6H), 7.03-6.95 (m, 4H), 5.34-5.30 (m, 2H), ... Starting materials: C(C)(=O)NCC(=O)[O-].[K+] (potassium N-acetylglycinate), C(OCI)(SCC)=O (O-Iodomethyl S-Ethyl Carbonothioate). Run at time 48 hour. Yields the product C(OCOC(CNC(C)=O)=O)(SCC)=O (O-(N-Acetylglycyl)oxymethyl S-Ethyl Carbonothioate). Reaction SMILES: [C:1]([NH:4][CH2:5][C:6]([O-:8])=[O:7])(=[O:3])[CH3:2].[K+].[C:10](=[O:17])([S:14][CH2:15][CH3:16])[O:11][CH2:12]I>>[C:10](=[O:17])([S:14][CH2:15][CH3:16])[O:11][CH2:12][O:7][C:6](=[O:8])[CH2:5][NH:4][C:1](=[O:3])[CH3:2] |f:0.1|. Procedure: Finely powdered potassium N-acetylglycinate (5.8 g, 37 mmol) and TBA I (1.2 g, 3.4 mmol) are thoroughly mixed and shaken for 5 min with 5b (8.3 g, 34 mmol). The mixture is left for 48 h at room temperature and then extracted with Et2O (4×40 mL). The combined extracts are filtered and evaporated. The residue (6.4 g) is thoroughly extracted with pentane (4×25 mL) to remove unreacted 5b. The residue is freed from remaining traces of pentane by evaporation leaving 3.7 g of 6tb (46%).